This data is from the Open Reaction Database (ORD), a public repository of structured organic reaction records. The task is: describe an organic reaction: reactants, conditions, products, and yield Starting materials: Cc1cc(C)c(C)c(CCl)c1C, CO, CCCCCC(C)N, [Na+], [OH-], c1ccccc1. The product is CCCCCC(C)NCc1c(C)c(C)cc(C)c1C. RXN SMILES: [CH3:1][c:2]1[c:3]([CH2:4][Cl:5])[c:6]([CH3:12])[c:7]([CH3:11])[cH:8][c:9]1[CH3:10].[CH3:29][OH:30].[NH2:13][CH:14]([CH3:15])[CH2:16][CH2:17][CH2:18][CH2:19][CH3:20].[Na+:28].[OH-:27].[cH:21]1[cH:22][cH:23][cH:24][cH:25][cH:26]1>>[CH3:1][c:2]1[c:3]([CH2:4][NH:13][CH:14]([CH3:15])[CH2:16][CH2:17][CH2:18][CH2:19][CH3:20])[c:6]([CH3:12])[c:7]([CH3:11])[cH:8][c:9]1[CH3:10]. RXN SMILES: C(N(C(C)C)CC)(C)C.Cl[C:11](Cl)([O:13]C(=O)OC(Cl)(Cl)Cl)Cl.[NH2:22][CH2:23][CH:24]([C:26]1[CH:31]=[CH:30][C:29]([CH3:32])=[CH:28][CH:27]=1)[OH:25]>C(Cl)Cl>[CH3:32][C:29]1[CH:30]=[CH:31][C:26]([CH:24]2[O:25][C:11](=[O:13])[NH:22][CH2:23]2)=[CH:27][CH:28]=1. Reported procedure: Diisopropylethylamine (181 mg, 244 μL, 1.40 mmol) and triphosgene (138 mg, 0.466 mmol) were added successively to a stirred solution of 2-amino-1-(4-methylphenyl)ethanol (35.2 mg, 0.233 mmol) in dry CH2Cl2 (22 mL) at 0° C. under N2. The reaction was stirred at 0° C. for 1 h then concentrated in vacuo to a volume of about 5 mL. The mixture was diluted with water (50 mL) and extracted with EtOAc (3×50 mL). The combined organic extracts were dried (Na2SO4) and concentrated in vacuo to give the crud... Solvent: C(Cl)Cl (CH2Cl2). Run at temperature 0 celsius, time 1 hour. Yields the product CC1=CC=C(C=C1)C1CNC(O1)=O (5-(4-methylphenyl)-1,3-oxazolidin-2-one). Reactants: C(C)(C)N(CC)C(C)C (Diisopropylethylamine), ClC(Cl)(OC(OC(Cl)(Cl)Cl)=O)Cl (triphosgene), NCC(O)C1=CC=C(C=C1)C (2-amino-1-(4-methylphenyl)ethanol). Reactants: ClC=1C=C(C=CC1Cl)[C@]12C(OCC2C1)=O ((1S)-1-(3,4-dichloro-phenyl)-3-oxabicyclo[3.1.0]hexan-2-one), ClCCl (dichloromethane). The solvent is O1CCCC1 (tetrahydrofuran). Product: ClC=1C=C(C=CC1Cl)[C@]1(C(C1)CO)CO (((2S)-2-(3,4-Dichlorophenyl)-2-hydroxymethylcyclopropyl)methanol). Isolated yield 98.4%. Reaction SMILES: [Cl:1][C:2]1[CH:3]=[C:4]([C@:9]23[CH2:14][CH:13]2[CH2:12][O:11][C:10]3=[O:15])[CH:5]=[CH:6][C:7]=1[Cl:8].ClCCl>O1CCCC1>[Cl:1][C:2]1[CH:3]=[C:4]([C@:9]2([CH2:10][OH:15])[CH2:14][CH:13]2[CH2:12][OH:11])[CH:5]=[CH:6][C:7]=1[Cl:8]. Reported procedure: BMS (10.9 mL, 115 mmol) was added to (1S)-1-(3,4-dichloro-phenyl)-3-oxabicyclo[3.1.0]hexan-2-one (14 g, 57.6 mmol) in dry tetrahydrofuran (140 mL), under nitrogen atmosphere. The reaction mass was refluxed for 5 hours and monitored by TLC (dichloromethane (100%)). The reaction was quenched with 10% potassium carbonate solution. The aqueous layer was extracted with dichloromethane (2×250 mL). The combined organic layer was dried over anhydrous sodium sulphate, filtered and evaporated under reduce... Starting materials: C(CC)(OCC)(OCC)OCC (triethyl orthopropionate), C(O)C(CC)(CO)CO (trimethylol propane), COCCOCCOC (diethylene glycol dimethyl ether), CC=1C=CC(=CC1)S(=O)(=O)O (PTSA). Solvent: C(C)O (ethanol). Yields the product C(C)C12OCC(CO1)(CO2)CC (1,4-diethyl-2,6,7-trioxabicyclo[2.2.2]octane). RXN SMILES: [C:1]([O:10][CH2:11][CH3:12])([O:7][CH2:8]C)([O:4][CH2:5]C)[CH2:2][CH3:3].[CH2:13]([C:15](CO)(CO)CC)O.COCCOCCOC.CC1C=CC(S(O)(=O)=O)=CC=1>C(O)C>[CH2:2]([C:1]12[O:4][CH2:5][C:12]([CH2:13][CH3:15])([CH2:8][O:7]1)[CH2:11][O:10]2)[CH3:3]. Procedure: Into a flask as specified in Example 1 were charged 529 g of triethyl orthopropionate, 402 g of trimethylol propane, 330 g of diethylene glycol dimethyl ether, and 0.9 g of PTSA. The mixture was heated for 0.5 hour at 140° C., with 402 g of ethanol being distilled off. The temperature was lowered to 100° C., and the remaining diethylene glycol dimethyl ether was distilled off under reduced pressure. The residue was subjected to vacuum distillation. The fraction having a boiling temperature of 54... Reactants: ClCCl, NCc1ccccc1, CCOOC(=O)C(=O)C(C(=O)OC(C)C)=C1SCS1. Product: CC(C)OC(=O)C(C(=O)NCc1ccccc1)=C1SCS1. As a reaction SMILES: [CH2:28]([Cl:29])[Cl:30].[NH2:20][CH2:21][c:22]1[cH:23][cH:24][cH:25][cH:26][cH:27]1.[S:1]1[C:2](=[C:5]([C:6](=[O:7])[O:8][CH:9]([CH3:10])[CH3:11])[C:12](=[O:13])[C:14]([O:15][O:16][CH2:17][CH3:18])=[O:19])[S:3][CH2:4]1>>[S:1]1[C:2](=[C:5]([C:6](=[O:7])[O:8][CH:9]([CH3:10])[CH3:11])[C:12](=[O:13])[NH:20][CH2:21][c:22]2[cH:23][cH:24][cH:25][cH:26][cH:27]2)[S:3][CH2:4]1. Starting materials: O=P(Cl)(Cl)Cl (POCl3), ClC1=CNC(C2=CC(=CC=C12)SC1=CC=CC=C1)=O (4-chloro-7-(phenylsulfanyl)-1-(2H)-isoquinolone), O (water). Solvent: CC#N (MeCN). The product is ClC1=NC=C(C2=CC=C(C=C12)SC1=CC=CC=C1)Cl (1,4-dichloro-7-(phenylsulfanyl)isoquinoline). Isolated yield 71.4%. Reaction SMILES: O=P(Cl)(Cl)[Cl:3].[Cl:6][C:7]1[C:16]2[C:11](=[CH:12][C:13]([S:17][C:18]3[CH:23]=[CH:22][CH:21]=[CH:20][CH:19]=3)=[CH:14][CH:15]=2)[C:10](=O)[NH:9][CH:8]=1.O>CC#N>[Cl:3][C:10]1[C:11]2[C:16](=[CH:15][CH:14]=[C:13]([S:17][C:18]3[CH:23]=[CH:22][CH:21]=[CH:20][CH:19]=3)[CH:12]=2)[C:7]([Cl:6])=[CH:8][N:9]=1. Procedure: POCl3 (46 μL, 0.50 mmol) was added to a stirred suspension of 4-chloro-7-(phenylsulfanyl)-1-(2H)-isoquinolone (120 mg, 0.42 mmol) in MeCN (2 mL) at 23° C., and the mixture was heated at reflux for 1.5 h which gave a clear solution. This cooled solution was poured into water (20 mL) and the mixture was extracted with EtOAc (×3). The combined organic extracts were washed with brine, dried (Na2SO4) and evaporated in vacuo. The residue was purified by column chromatography upon silica gel using hexa... The reactants are COc1ccc(NCCc2cccc(OC)c2)cc1, CC(=O)Cl, CCOC(C)=O. The product is COc1ccc(N(CCc2cccc(OC)c2)C(C)=O)cc1. As a reaction SMILES: [CH3:1][O:2][c:3]1[cH:4][cH:5][c:6]([NH:9][CH2:10][CH2:11][c:12]2[cH:13][c:14]([O:18][CH3:19])[cH:15][cH:16][cH:17]2)[cH:7][cH:8]1.[CH3:20][C:21]([Cl:22])=[O:23].[CH3:24][CH2:25][O:26][C:27](=[O:28])[CH3:29]>>[CH3:1][O:2][c:3]1[cH:4][cH:5][c:6]([N:9]([CH2:10][CH2:11][c:12]2[cH:13][c:14]([O:18][CH3:19])[cH:15][cH:16][cH:17]2)[C:21]([CH3:20])=[O:23])[cH:7][cH:8]1. The reactants are CC(=O)OC(C)=O, ClCCl, Cl, Cl, CC1(Cc2ccc(C#N)cc2)C(=O)N(c2cc(Cl)cc(Cl)c2)c2ncc(C(=O)NC3(C(=O)NC4(c5cc(CN)ccn5)CC4)CC3)n21. Yields the product CC(=O)NCc1ccnc(C2(NC(=O)C3(NC(=O)c4cnc5n4C(C)(Cc4ccc(C#N)cc4)C(=O)N5c4cc(Cl)cc(Cl)c4)CC3)CC2)c1. Reaction SMILES: [CH3:50][C:51](=[O:52])[O:53][C:54](=[O:55])[CH3:56].[Cl:57][CH2:58][Cl:59].[ClH:1].[ClH:2].[NH2:3][CH2:4][c:5]1[cH:6][c:7]([C:11]2([NH:14][C:15](=[O:16])[C:17]3([NH:20][C:21](=[O:22])[c:23]4[cH:24][n:25][c:26]5[n:27]4[C:28]([CH3:40])([CH2:41][c:42]4[cH:43][cH:44][c:45]([C:48]#[N:49])[cH:46][cH:47]4)[C:29](=[O:39])[N:30]5[c:31]4[cH:32][c:33]([Cl:38])[cH:34][c:35]([Cl:37])[cH:36]4)[CH2:18][CH2:19]3)[CH2:12][CH2:13]2)[n:8][cH:9][cH:10]1>>[NH:3]([CH2:4][c:5]1[cH:6][c:7]([C:11]2([NH:14][C:15](=[O:16])[C:17]3([NH:20][C:21](=[O:22])[c:23]4[cH:24][n:25][c:26]5[n:27]4[C:28]([CH3:40])([CH2:41][c:42]4[cH:43][cH:44][c:45]([C:48]#[N:49])[cH:46][cH:47]4)[C:29](=[O:39])[N:30]5[c:31]4[cH:32][c:33]([Cl:38])[cH:34][c:35]([Cl:37])[cH:36]4)[CH2:18][CH2:19]3)[CH2:12][CH2:13]2)[n:8][cH:9][cH:10]1)[C:51]([CH3:50])=[O:52]. Procedure details: Analogously to Example 4, 33% yield of 3-(4-chlorophenylthio)-5-phenoxymethyloxazolidin-2-one with a melting point of 98° to 101° C. was obtained from 4-chlorophenylsulphenyl chloride and 5-phenoxymethyloxazolidin-2-one. Reactants: ClC1=CC=C(C=C1)SCl (4-chlorophenylsulphenyl chloride), O(C1=CC=CC=C1)CC1CNC(O1)=O (5-phenoxymethyloxazolidin-2-one). RXN SMILES: [Cl:1][C:2]1[CH:7]=[CH:6][C:5]([S:8]Cl)=[CH:4][CH:3]=1.[O:10]([CH2:17][CH:18]1[O:22][C:21](=[O:23])[NH:20][CH2:19]1)[C:11]1[CH:16]=[CH:15][CH:14]=[CH:13][CH:12]=1>>[Cl:1][C:2]1[CH:7]=[CH:6][C:5]([S:8][N:20]2[CH2:19][CH:18]([CH2:17][O:10][C:11]3[CH:16]=[CH:15][CH:14]=[CH:13][CH:12]=3)[O:22][C:21]2=[O:23])=[CH:4][CH:3]=1. Yield: 33.0%. Yields the product ClC1=CC=C(C=C1)SN1C(OC(C1)COC1=CC=CC=C1)=O (3-(4-chlorophenylthio)-5-phenoxymethyloxazolidin-2-one).